From a dataset of the Open Reaction Database (ORD), a public repository of structured organic reaction records. describe an organic reaction: reactants, conditions, products, and yield Starting materials: Brc1ccc2[nH]ncc2c1, O=C([O-])[O-], COC(CBr)OC, CS(C)=O, CCOC(C)=O, [Cs+], [Cs+], O. Product: COC(Cn1ncc2cc(Br)ccc21)OC. Reaction SMILES: [Br:1][c:2]1[cH:3][c:4]2[cH:5][n:6][nH:7][c:8]2[cH:9][cH:10]1.[C:18](=[O:19])([O-:20])[O-:21].[CH3:11][O:12][CH:13]([CH2:14][Br:15])[O:16][CH3:17].[CH3:24][S:25]([CH3:26])=[O:27].[CH3:29][CH2:30][O:31][C:32]([CH3:33])=[O:34].[Cs+:22].[Cs+:23].[OH2:28]>>[Br:1][c:2]1[cH:3][c:4]2[cH:5][n:6][n:7]([CH2:14][CH:13]([O:12][CH3:11])[O:16][CH3:17])[c:8]2[cH:9][cH:10]1. Starting materials: C1CCOC1, CN, O=C(Cl)c1ccc(Oc2ccc(Cl)cc2[N+](=O)[O-])cc1. The product is CNC(=O)c1ccc(Oc2ccc(Cl)cc2[N+](=O)[O-])cc1. Reaction SMILES: [CH2:23]1[O:24][CH2:25][CH2:26][CH2:27]1.[CH3:21][NH2:22].[Cl:1][c:2]1[cH:3][c:4]([N+:18](=[O:19])[O-:20])[c:5]([O:6][c:7]2[cH:8][cH:9][c:10]([C:11](=[O:12])[Cl:13])[cH:14][cH:15]2)[cH:16][cH:17]1>>[Cl:1][c:2]1[cH:3][c:4]([N+:18](=[O:19])[O-:20])[c:5]([O:6][c:7]2[cH:8][cH:9][c:10]([C:11](=[O:12])[NH:22][CH3:21])[cH:14][cH:15]2)[cH:16][cH:17]1. Starting materials: C([O-])([O-])=O.[K+].[K+] (potassium carbonate), CN(C)C=O (DMF), BrC1=C(C(=CC(=C1)OC)Br)CN(C(=O)NC1=C(C=CC=C1Cl)Cl)CC1=CC=C(C=C1)OC (N-[(2,6-dibromo-4-methoxyphenyl)methyl]-N′-(2,6 dichlorophenyl)-N-[(4-methoxyphenyl)methyl]urea), BrC1=C(C(=CC(=C1)OC)Br)CN(C(=O)NC1=C(C=CC=C1Cl)Cl)CC1=CC=C(C=C1)OC (N-[(2,6-dibromo-4-methoxyphenyl)methyl]-N′-(2,6 dichlorophenyl)-N-[(4-methoxyphenyl)methyl]urea), [NH4+].[OH-] (NH4OH). The reagents and catalysts are [Cu](I)I (copper iodide). Run in O (water). The product is BrC1=C2CNC(NC2=CC(=C1)OC)=O (5-bromo-7-methoxy-3,4-dihydro-2(1H)-quinazolinone). RXN SMILES: C(=O)([O-])[O-].[K+].[K+].CN(C=O)C.[Br:12][C:13]1[CH:18]=[C:17]([O:19][CH3:20])[CH:16]=[C:15](Br)[C:14]=1[CH2:22][N:23](CC1C=CC(OC)=CC=1)[C:24]([NH:26]C1C(Cl)=CC=CC=1Cl)=[O:25].[NH4+].[OH-]>[Cu](I)I.O>[Br:12][C:13]1[CH:18]=[C:17]([O:19][CH3:20])[CH:16]=[C:15]2[C:14]=1[CH2:22][NH:23][C:24](=[O:25])[NH:26]2 |f:0.1.2,5.6|. Procedure: To a flask containing dry, finely ground potassium carbonate (22.17 g, 0.160 mol) under a nitrogen atmosphere was added anhydrous DMF (800 ml), N-[(2,6-dibromo-4-methoxyphenyl)methyl]-N′-(2,6 dichlorophenyl)-N-[(4-methoxyphenyl)methyl]urea (32.25 g, 0.0535 mol) (INTERMEDIATE 21) and copper iodide (6.80 g, 0.0353 mol). After refluxing one hour the solution was cooled to RT and poured into a solution containing 700 mL NH4OH (28%) and water (8 L). The precipitated product was filtered, washed with ... Starting materials: C1(CCCC1)C=C(C1=CC=2C(=NC=CC2)N1)C1=CC=C(C=C1)NS(=O)(=O)C (N-{4-[2-cyclopentyl-1-(1H-pyrrolo[2,3-b]pyridin-2-yl)-vinyl]-phenyl}-methanesulfonamide). The reagents and catalysts are [Pd] (palladium on activated carbon). Run in CO (methanol). Run at temperature 50 celsius. Yields the product C1(CCCC1)CC(C1=CC=2C(=NC=CC2)N1)C1=CC=C(C=C1)NS(=O)(=O)C (N-{4-[2-cyclopentyl-1-(1H-pyrrolo[2,3-b]pyridin-2-yl)-ethyl]-phenyl}-methanesulfonamide). The yield is 53.3%. Reaction SMILES: [CH:1]1([CH:6]=[C:7]([C:17]2[CH:22]=[CH:21][C:20]([NH:23][S:24]([CH3:27])(=[O:26])=[O:25])=[CH:19][CH:18]=2)[C:8]2[NH:16][C:11]3=[N:12][CH:13]=[CH:14][CH:15]=[C:10]3[CH:9]=2)[CH2:5][CH2:4][CH2:3][CH2:2]1>[Pd].CO>[CH:1]1([CH2:6][CH:7]([C:17]2[CH:18]=[CH:19][C:20]([NH:23][S:24]([CH3:27])(=[O:26])=[O:25])=[CH:21][CH:22]=2)[C:8]2[NH:16][C:11]3=[N:12][CH:13]=[CH:14][CH:15]=[C:10]3[CH:9]=2)[CH2:5][CH2:4][CH2:3][CH2:2]1. Reported procedure: A mixture of N-{4-[2-cyclopentyl-1-(1H-pyrrolo[2,3-b]pyridin-2-yl)-vinyl]-phenyl}-methanesulfonamide (83 mg, 0.22 mmol) and 10% palladium on activated carbon (30 mg) in methanol (250 mL) was heated at 50° C. under hydrogen (50 psi) for 5 h. The mixture was cooled to room temperature, the catalyst was removed by filtration and washed with ethyl acetate. The filtrate was concentrated in vacuo. Purification using a Waters automated flash system (column: Xterra 30 mm×100 mm, sample manager 2767, pum... Reactants: S(=O)(=O)(O)O.N1=CNC2=C1CCC(C2)C(=O)O (4,5,6,7-Tetrahydrobenzimidazole-5-carboxylic acid sulfate), S(=O)(Cl)Cl (thionyl chloride). Run in ClCCCl (1,2-dichloroethane). Run at temperature 30 celsius. The product is N1=CNC2=C1CCCC2 (4,5,6,7-tetrahydrobenzimidazole). RXN SMILES: S(O)(O)(=O)=O.[N:6]1[C:10]2[CH2:11][CH2:12][CH:13](C(O)=O)[CH2:14][C:9]=2[NH:8][CH:7]=1.S(Cl)(Cl)=O>ClCCCl>[N:6]1[C:10]2[CH2:11][CH2:12][CH2:13][CH2:14][C:9]=2[NH:8][CH:7]=1 |f:0.1|. Procedure details: 4,5,6,7-Tetrahydrobenzimidazole-5-carboxylic acid sulfate (1.32 g) was refluxed in 10 ml of 1,2-dichloroethane together with 1.78 g of thionyl chloride for 30 minutes, and the excess of thionyl chloride and the solvent were removed by distillation under reduced pressure. To the residue was added 10 ml of 1,2-dichloroethane, and 1.6 ml of indoline was added dropwise thereto at 30° C. or lower while stirring followed by stirring at room temperature for 2 hours. The reaction mixture was successivel... Reactants: ClCCNC(C(F)(F)F)=O (N-(2-chloroethyl)-2,2,2-trifluoroacetamide), B.C1CCOC1 (BH3.THF). Solvent: O1CCCC1 (tetrahydrofuran). Product: ClCCNCC(F)(F)F ((2-chloroethyl)(2,2,2-trifluoroethyl)amine). RXN SMILES: [Cl:1][CH2:2][CH2:3][NH:4][C:5](=O)[C:6]([F:9])([F:8])[F:7].B.C1COCC1>O1CCCC1>[Cl:1][CH2:2][CH2:3][NH:4][CH2:5][C:6]([F:9])([F:8])[F:7] |f:1.2|. Procedure: Into a 500-mL round-bottom flask, was placed a solution of N-(2-chloroethyl)-2,2,2-trifluoroacetamide (17.6 g, 100.26 mmol, 1.00 equiv) in tetrahydrofuran (50 mL). This was followed by the addition of BH3.THF (200 mL) dropwise with stirring. The resulting solution was heated to reflux overnight in an oil bath. The resulting mixture was concentrated under vacuum. The resulting solution was diluted with 200 mL of H2O. The resulting solution was extracted with 3×100 mL of ethyl acetate and the orga... Reactants: OCCOCCOCCOCCOCCOCCOCc1ccccc1, CCOC(=O)CCCCCOS(C)(=O)=O, Cc1ccccc1, [H-], [Na+]. Product: CCOC(=O)CCCCCOCCOCCOCCOCCOCCOCCOCc1ccccc1. RXN SMILES: [CH2:3]([c:4]1[cH:5][cH:6][cH:7][cH:8][cH:9]1)[O:10][CH2:11][CH2:12][O:13][CH2:14][CH2:15][O:16][CH2:17][CH2:18][O:19][CH2:20][CH2:21][O:22][CH2:23][CH2:24][O:25][CH2:26][CH2:27][OH:28].[CH3:29][S:30]([O:31][CH2:34][CH2:35][CH2:36][CH2:37][CH2:38][C:39](=[O:40])[O:41][CH2:42][CH3:43])(=[O:32])=[O:33].[CH3:44][c:45]1[cH:46][cH:47][cH:48][cH:49][cH:50]1.[H-:1].[Na+:2]>>[CH2:3]([c:4]1[cH:5][cH:6][cH:7][cH:8][cH:9]1)[O:10][CH2:11][CH2:12][O:13][CH2:14][CH2:15][O:16][CH2:17][CH2:18][O:19][CH2:20][CH2:21][O:22][CH2:23][CH2:24][O:25][CH2:26][CH2:27][O:28][CH2:34][CH2:35][CH2:36][CH2:37][CH2:38][C:39](=[O:40])[O:41][CH2:42][CH3:43]. The reactants are O=C1CCC=2NC(=CC21)C(=O)OC (methyl 4-oxo-1,4,5,6-tetrahydrocyclopenta[b]pyrrole-2-carboxylate), FC=1C=C(C=CC1F)[Mg]Br (3,4-difluorophenylmagnesium bromide). The product is FC=1C=C(C=CC1F)C1CCC=2NC(=CC21)C(=O)OC (methyl 4-(3,4-difluorophenyl)-1,4,5,6-tetrahydrocyclopenta[b]pyrrole-2-carboxylate), FC=1C=C(C=CC1F)C1=CCC=2NC(=CC21)C(=O)OC (methyl 4-(3,4-difluorophenyl)-1,6-dihydrocyclopenta[b]pyrrole-2-carboxylate). RXN SMILES: O=[C:2]1[C:9]2[CH:8]=[C:7]([C:10]([O:12][CH3:13])=[O:11])[NH:6][C:5]=2[CH2:4][CH2:3]1.[F:14][C:15]1[CH:16]=[C:17]([Mg]Br)[CH:18]=[CH:19][C:20]=1[F:21]>>[F:14][C:15]1[CH:16]=[C:17]([CH:2]2[C:9]3[CH:8]=[C:7]([C:10]([O:12][CH3:13])=[O:11])[NH:6][C:5]=3[CH2:4][CH2:3]2)[CH:18]=[CH:19][C:20]=1[F:21].[F:14][C:15]1[CH:16]=[C:17]([C:2]2[C:9]3[CH:8]=[C:7]([C:10]([O:12][CH3:13])=[O:11])[NH:6][C:5]=3[CH2:4][CH:3]=2)[CH:18]=[CH:19][C:20]=1[F:21]. Procedure: The title compound was synthesized in two steps. First, methyl 4-oxo-1,4,5,6-tetrahydrocyclopenta[b]pyrrole-2-carboxylate (0.5 g, 2.79 mmol) was reacted with 3,4-difluorophenylmagnesium bromide (14 mL, 7.0 mmol, 0.5 M in THF) according to General Procedure 3 to give methyl 4-(3,4-difluorophenyl)-1,6-dihydrocyclopenta[b]pyrrole-2-carboxylate, followed by hydrogenation according to General Procedure 6 (with 5% Pd/C), and was purified by column chromatography (Isco CombiFlash) eluting with a gradie...